Dataset: the Open Reaction Database (ORD), a public repository of structured organic reaction records. Task: describe an organic reaction: reactants, conditions, products, and yield Reactants: C(C)(C)(C)OC(NC1=CC=C(C=C1)C#CC(C)(C)C)=O ([4-(3,3-Dimethyl-but-1-ynyl)-phenyl]-carbamic acid tert-butyl ester). The reagents and catalysts are [Pd] (Pd/C), [Pd] (Pd/C). Run in C1CCOC1.CO (THF MeOH). Reaction conditions: time 15.8 hour. Yields the product C(C)(C)(C)OC(NC1=CC=C(C=C1)CCC(C)(C)C)=O ([4-(3,3-Dimethyl-butyl)-phenyl]-carbamic acid tert-butyl ester). Isolated yield 94.2%. RXN SMILES: [C:1]([O:5][C:6](=[O:20])[NH:7][C:8]1[CH:13]=[CH:12][C:11]([C:14]#[C:15][C:16]([CH3:19])([CH3:18])[CH3:17])=[CH:10][CH:9]=1)([CH3:4])([CH3:3])[CH3:2]>[Pd].C1COCC1.CO>[C:1]([O:5][C:6](=[O:20])[NH:7][C:8]1[CH:9]=[CH:10][C:11]([CH2:14][CH2:15][C:16]([CH3:19])([CH3:18])[CH3:17])=[CH:12][CH:13]=1)([CH3:4])([CH3:3])[CH3:2] |f:2.3|. Procedure: [4-(3,3-Dimethyl-but-1-ynyl)-phenyl]-carbamic acid tert-butyl ester (37b, 2.50 g, 9.15 mmol) was treated with 1:1 THF/MeOH (50 mL) and Pd/C (0.5 g, 10%), shaken for 15.8 hours under an atmosphere of H2 (51.4 psi). More Pd/C (0.5 g, 20%) was added and the reaction was stirred for an additional 1.13 hours, then filtered and concentrated. The crude material was chromatographed on silica gel eluting with 1:9 EtOAc/Hexane to give 2.39 g (94%) of the desired product. As a reaction SMILES: C(=O)(O)[O-].[Na+].O.[S:7]1[C:11]2=[CH:12][N:13]=[C:14]([C:16](=[O:18])[CH3:17])[CH:15]=[C:10]2[CH:9]=[CH:8]1.[Br:19]Br>C(Cl)(Cl)(Cl)Cl>[Br:19][C:9]1[C:10]2[C:11](=[CH:12][N:13]=[C:14]([C:16](=[O:18])[CH3:17])[CH:15]=2)[S:7][CH:8]=1 |f:0.1|. Yields the product BrC1=CSC2=CN=C(C=C21)C(C)=O (1-(3-bromo-thieno[2,3-c]pyridin-5-yl)-ethanone). Reported procedure: An aqueous saturated sodium bicarbonate solution (10 ml) and water (10 ml) was added to a solution of 1-thieno[2,3-c]pyridin-5-yl-ethanone (600 mg, 3.39 mmol) in carbon tetrachloride (5 ml). Bromine (0.523 ml, 10.2 mmol) was added and the reaction was stirred overnight. The biphasic mixture was allowed to separate and the organic layer was diluted with dichloromethane (25 ml) and washed with 10% sodium sulfide (in ammonium hydroxide) (1×20 mL), and brine (1×20 mL). The organic layer was dried ov... Starting materials: BrBr (Bromine), C([O-])(O)=O.[Na+] (sodium bicarbonate), O (water), S1C=CC=2C1=CN=C(C2)C(C)=O (1-thieno[2,3-c]pyridin-5-yl-ethanone). Reaction conditions: time 8 hour. Solvent: C(Cl)(Cl)(Cl)Cl (carbon tetrachloride). Isolated yield 35.9%. Starting materials: CN1CCN(CC1)CCCNC1=C2C(=NC=N1)N(N=C2)C2=CC=C(C=C2)O (4-(4-(3-(4-methylpiperazin-1-yl)propylamino)-1H-pyrazolo[3,4-d]pyrimidin-1-yl)phenol), [H-].[Na+] (sodium hydride), S1C(=NC2=C1C=CC=C2)NC(=O)C=2C=CC=C1CCN(CC21)C2=CC=C(C(=N2)C(=O)OC(C)(C)C)CCCI (tert-butyl 6-(8-(benzo[d]thiazol-2-ylcarbamoyl)-3,4-dihydroisoquinolin-2(1H)-yl)-3-(3-iodopropyl)picolinate). The solvent is CN(C)C=O (DMF). Run at time 10 minute. Product: S1C(=NC2=C1C=CC=C2)NC(=O)C=2C=CC=C1CCN(CC21)C2=CC=C(C(=N2)C(=O)O)CCCO (6-[8-(Benzothiazol-2-ylcarbamoyl)-3,4-dihydro-1H-isoquinolin-2-yl]-3-(3-hydroxy-propyl)-pyridine-2-carboxylic acid). As a reaction SMILES: CN1CCN(CCCNC2N=CN=C3N(C4C=CC([OH:27])=CC=4)N=CC=23)CC1.[H-].[Na+].[S:30]1[C:34]2[CH:35]=[CH:36][CH:37]=[CH:38][C:33]=2[N:32]=[C:31]1[NH:39][C:40]([C:42]1[CH:43]=[CH:44][CH:45]=[C:46]2[C:51]=1[CH2:50][N:49]([C:52]1[N:57]=[C:56]([C:58]([O:60]C(C)(C)C)=[O:59])[C:55]([CH2:65][CH2:66][CH2:67]I)=[CH:54][CH:53]=1)[CH2:48][CH2:47]2)=[O:41]>CN(C=O)C>[S:30]1[C:34]2[CH:35]=[CH:36][CH:37]=[CH:38][C:33]=2[N:32]=[C:31]1[NH:39][C:40]([C:42]1[CH:43]=[CH:44][CH:45]=[C:46]2[C:51]=1[CH2:50][N:49]([C:52]1[N:57]=[C:56]([C:58]([OH:60])=[O:59])[C:55]([CH2:65][CH2:66][CH2:67][OH:27])=[CH:54][CH:53]=1)[CH2:48][CH2:47]2)=[O:41] |f:1.2|. Procedure details: To a solution of compound 84A (60 mg, 0.163 mmol) in DMF (5 ml) was added sodium hydride (32.7 mg, 0.816 mmol)(60%). The reaction was stirred for 10 min and compound 96D (107 mg, 0.163 mmol) was added. The resulting mixture was stirred for 3 hour and purified by reverse phase HPLC (mobile phase: 0%-50% acetonitrile in 0.1% TFA aqueous solution during 70 min) to provide the title compound 99: 1H NMR (400 MHz, DMSO-D6) δ ppm 12.81 (1H, s), 8.04 (1H, dd), 7.79 (1H, d), 7.60 (1H, d), 7.53 (1H, d), 7... Reactants: COC(C(C)NC(C1=CC=C(C=C1)C(C)(C)C)=O)=O (2-(4-tert-Butyl-benzoylamino)-propionic acid methyl ester), [OH-].[Na+] (sodium hydroxide), Cl (hydrochloric acid). Solvent: O1CCCC1 (tetrahydrofuran). Run at time 20 hour. The product is C(C)(C)(C)C1=CC=C(C(=O)NC(C(=O)O)C)C=C1 (2-(4-tert-Butyl-benzoylamino)-propionic acid). RXN SMILES: C[O:2][C:3](=[O:19])[CH:4]([NH:6][C:7](=[O:18])[C:8]1[CH:13]=[CH:12][C:11]([C:14]([CH3:17])([CH3:16])[CH3:15])=[CH:10][CH:9]=1)[CH3:5].[OH-].[Na+].Cl>O1CCCC1>[C:14]([C:11]1[CH:12]=[CH:13][C:8]([C:7]([NH:6][CH:4]([CH3:5])[C:3]([OH:19])=[O:2])=[O:18])=[CH:9][CH:10]=1)([CH3:16])([CH3:15])[CH3:17] |f:1.2|. Procedure details: A mixture of 2-(4-tert-Butyl-benzoylamino)-propionic acid methyl ester (26.3 g, 95.6 mmol), 200 mL 1M sodium hydroxide, and 100 mL tetrahydrofuran is stirred at room temperature 20 hr. The resulting clear solution is cooled on an ice/water bath and the pH is adjusted to 2 with concentrated hydrochloric acid. The product is extracted with three 250 mL portions of ethyl acetate. The combined extracts are washed with 100 mL each of water and brine, dried over anhydrous magnesium sulfate, filtered, ... Reactants: ClC1=C(C=CC=C1)C1=CC2=C(C=3C(NC(C13)=O)=O)C1=C(S2)C=CC(=C1)OC (4-(2-Chlorophenyl)-9-methoxy-1H-[1]benzothieno[3,2-e]isoindole-1,3(2H)-dione), B(Br)(Br)Br (BBr3). Conditions: time 48 hour. Product: ClC1=C(C=CC=C1)C1=CC2=C(C=3C(NC(C13)=O)=O)C1=C(S2)C=CC(=C1)O (4-(2-Chlorophenyl)-9-hydroxy-1H-[1]benzothieno[3,2-e]isoindole-1,3(2H)-dione). The yield is 65.0%. Reaction SMILES: [Cl:1][C:2]1[CH:7]=[CH:6][CH:5]=[CH:4][C:3]=1[C:8]1[C:16]2[C:15](=[O:17])[NH:14][C:13](=[O:18])[C:12]=2[C:11]2[C:19]3[CH:25]=[C:24]([O:26]C)[CH:23]=[CH:22][C:20]=3[S:21][C:10]=2[CH:9]=1.B(Br)(Br)Br>>[Cl:1][C:2]1[CH:7]=[CH:6][CH:5]=[CH:4][C:3]=1[C:8]1[C:16]2[C:15](=[O:17])[NH:14][C:13](=[O:18])[C:12]=2[C:11]2[C:19]3[CH:25]=[C:24]([OH:26])[CH:23]=[CH:22][C:20]=3[S:21][C:10]=2[CH:9]=1. Procedure: Demethylation of (839) prepared as described in example 374 with BBr3 using the procedure described in example 80 except that the reaction time was 48 h gave (840) (65%) as a yellow solid, mp 311–313° C. 1H NMR δ [(CD3)2SO] 11.42 (s, 1H), 9.85 (s, 1H), 9.17 (d, J=2.5 Hz, 1H), 8.32 (s, 1H), 7.9 (d, J=9 Hz, 1H), 7.62 (m, 2H), 7.5 (m, 3H), 7.17 (dd, J=2.5, 9 Hz, 1H). MH+346. Found C, 68.75; H, 3.43; N, 3.89; S, 9.35. C20H11NO3S.0.2H2O requires: C, 68.83; H, 3.29; N, 4.01; S, 9.19. Starting materials: C=C1CCC1, [Cl-], O=C(O)C(Cl)(Cl)Cl, [Zn]. Product: O=C1CC2(CCC2)C1(Cl)Cl. RXN SMILES: [CH2:9]=[C:10]1[CH2:11][CH2:12][CH2:13]1.[Cl-:1].[Cl:2][C:3]([C:4](=[O:5])[OH:7])([Cl:6])[Cl:8].[Zn:14]>>[Cl:2][C:3]1([Cl:8])[C:4](=[O:5])[CH2:9][C:10]12[CH2:11][CH2:12][CH2:13]2. Starting materials: [OH-].[K+] (KOH), Cl (hydrogen chloride), N(=O)[O-].[Na+] (NaNO2), Cl.C(CC1=CC=CC=C1)C1=CC=C(N)C=C1 (p-phenethylaniline hydrochloride), Cl (HCl), diazo, CC(C(=O)OCC)C(=O)C (ethyl 2-methylacetoacetate), [Cl-].[NH4+] (ammonium chloride), ice. The solvent is CCO (EtOH), O (H2O), CCO (EtOH). Run at time 20 minute. Product: C(C)OC(=O)C1=CNC2=CC=C(C=C12)CCC1=CC=CC=C1 (3-ethyloxycarbonyl-5-(2-phenylethyl)indole). As a reaction SMILES: N([O-])=O.[Na+].Cl.[CH2:6]([C:14]1[CH:20]=[CH:19][C:17]([NH2:18])=[CH:16][CH:15]=1)[CH2:7][C:8]1[CH:13]=[CH:12][CH:11]=[CH:10][CH:9]=1.Cl.[CH3:22][CH:23](C(C)=O)[C:24]([O:26][CH2:27][CH3:28])=[O:25].[OH-].[K+].[Cl-].[NH4+]>O.CCO>[CH2:27]([O:26][C:24]([C:23]1[C:16]2[C:17](=[CH:19][CH:20]=[C:14]([CH2:6][CH2:7][C:8]3[CH:9]=[CH:10][CH:11]=[CH:12][CH:13]=3)[CH:15]=2)[NH:18][CH:22]=1)=[O:25])[CH3:28] |f:0.1,2.3,6.7,8.9|. Reported procedure: Solid NaNO2 (0.35 g, 5 mmol) was added to a suspension of the p-phenethylaniline hydrochloride (1.1 g, 5 mmol) and concentrated HCl (2 ml) in H2O (3 ml) under an icewater bath. The solution was kept at -5° C. with stirring while ethyl 2-methylacetoacetate (0.72 g, 5 mmol)in EtOH 95% (5 ml) was treated at -10° C. with a solution of 50% KOH (1.7 ml) followed at once by ice (10 g). The diazo-solution was then added immediately, stirred at room temperature for 20 min, and extracted with Et2O (2×20 m...